describe an organic reaction: reactants, conditions, products, and yield From a dataset of the Open Reaction Database (ORD), a public repository of structured organic reaction records. The reactants are S(=O)(=O)(C1=CC=C(C)C=C1)OC1COCC1 (3-tosyloxytetrahydrofuran), C(C1=CC=CC=C1)OC1=CC=C(C=C1)C1=CNC=2N=CN=C(C21)N (5-(4-benzyloxyphenyl)-7H-pyrrolo[2,3-d]pyrimidin-4-ylamine), [H-].[Na+] (sodium hydride). The solvent is CN(C=O)C (dimethylformamide). The product is C(C1=CC=CC=C1)OC1=CC=C(C=C1)C1=CN(C=2N=CN=C(C21)N)C2COCC2 (5-(4-benzyloxyphenyl)-7-(3-tetrahydrofuryl)-7H-pyrrolo[2,3-d]pyrimidin-4-ylamine). As a reaction SMILES: S(O[CH:12]1[CH2:16][CH2:15][O:14][CH2:13]1)(C1C=CC(C)=CC=1)(=O)=O.[CH2:17]([O:24][C:25]1[CH:30]=[CH:29][C:28]([C:31]2[C:39]3[C:38]([NH2:40])=[N:37][CH:36]=[N:35][C:34]=3[NH:33][CH:32]=2)=[CH:27][CH:26]=1)[C:18]1[CH:23]=[CH:22][CH:21]=[CH:20][CH:19]=1.[H-].[Na+]>CN(C)C=O>[CH2:17]([O:24][C:25]1[CH:26]=[CH:27][C:28]([C:31]2[C:39]3[C:38]([NH2:40])=[N:37][CH:36]=[N:35][C:34]=3[N:33]([CH:12]3[CH2:16][CH2:15][O:14][CH2:13]3)[CH:32]=2)=[CH:29][CH:30]=1)[C:18]1[CH:23]=[CH:22][CH:21]=[CH:20][CH:19]=1 |f:2.3|. Procedure: In a similar manner to Example 2, 3-tosyloxytetrahydrofuran (1.84 g) was reacted with 5-(4-benzyloxyphenyl)-7H-pyrrolo[2,3-d]pyrimidin-4-ylamine (2.9 g) using sodium hydride (0.30 g, of a 60% dispersion in mineral oil) and dimethylformamide (40 ml) except that the mixture was heated for 4.5 hours at 90° C. to give 5-(4-benzyloxyphenyl)-7-(3-tetrahydrofuryl)-7H-pyrrolo[2,3-d]pyrimidin-4-ylamine as a solid. Starting materials: C(C)NC(=O)NC1=CC=C(C=C1)C=1N=C(C2=C(N1)CNCC2)N2CCOCC2 (1-ethyl-3-(4-(4-morpholino-5,6,7,8-tetrahydropyrido[3,4-d]pyrimidin-2-yl)phenyl)urea), BrC=1C=CC(N(C1)C)=O (5-bromo-1-methylpyridin-2(1H)-one). Yields the product C(C)NC(=O)NC1=CC=C(C=C1)C=1N=C(C2=C(N1)CN(CC2)C2=CN(C(C=C2)=O)C)N2CCOCC2 (1-ethyl-3-(4-(7-(1-methyl-6-oxo-1,6-dihydropyridin-3-yl)-4-morpholino-5,6,7,8-tetrahydropyrido[3,4-d]pyrimidin-2-yl)phenyl)urea). RXN SMILES: [CH2:1]([NH:3][C:4]([NH:6][C:7]1[CH:12]=[CH:11][C:10]([C:13]2[N:14]=[C:15]([N:23]3[CH2:28][CH2:27][O:26][CH2:25][CH2:24]3)[C:16]3[CH2:22][CH2:21][NH:20][CH2:19][C:17]=3[N:18]=2)=[CH:9][CH:8]=1)=[O:5])[CH3:2].Br[C:30]1[CH:31]=[CH:32][C:33](=[O:37])[N:34]([CH3:36])[CH:35]=1>>[CH2:1]([NH:3][C:4]([NH:6][C:7]1[CH:8]=[CH:9][C:10]([C:13]2[N:14]=[C:15]([N:23]3[CH2:24][CH2:25][O:26][CH2:27][CH2:28]3)[C:16]3[CH2:22][CH2:21][N:20]([C:30]4[CH:31]=[CH:32][C:33](=[O:37])[N:34]([CH3:36])[CH:35]=4)[CH2:19][C:17]=3[N:18]=2)=[CH:11][CH:12]=1)=[O:5])[CH3:2]. Reported procedure: The compound was prepared following the general procedure in Example 289, substituting 4-(4,4,5,5-tetramethyl-1,3,2-dioxaborolan-2-yl)aniline for 1-ethyl-3-(4-(4-morpholino-5,6,7,8-tetrahydropyrido[3,4-d]pyrimidin-2-yl)phenyl)urea and substituting 2-Bromo-6-benzyloxypyridine for 5-bromo-1-methylpyridin-2(1H)-one: LC-MS m/z=490 (M+H).